Dataset: the Open Reaction Database (ORD), a public repository of structured organic reaction records. Task: describe an organic reaction: reactants, conditions, products, and yield Reactants: C(C1=CC=CC=C1)OC=1C=CC(=C2C=CC(NC12)=O)C(CBr)=O (8-benzyloxy-5-(2-bromoacetyl)-1H-quinolin-2-one), CO (methanol). The reagents and catalysts are CBS catalyst. The solvent is O1CCCC1 (tetrahydrofuran), O1CCCC1 (tetrahydrofuran). Conditions: temperature -50 celsius, time 40 minute. Yields the product C(C1=CC=CC=C1)OC=1C=CC(=C2C=CC(NC12)=O)[C@H](CBr)O (8-benzyloxy-5-((R)-2-bromo-1-hyroxyethyl)-1H-quinolin-2-one). Isolated yield 74.3%. Reaction SMILES: [CH2:1]([O:8][C:9]1[CH:10]=[CH:11][C:12]([C:20](=[O:23])[CH2:21][Br:22])=[C:13]2[C:18]=1[NH:17][C:16](=[O:19])[CH:15]=[CH:14]2)[C:2]1[CH:7]=[CH:6][CH:5]=[CH:4][CH:3]=1.CO>O1CCCC1>[CH2:1]([O:8][C:9]1[CH:10]=[CH:11][C:12]([C@@H:20]([OH:23])[CH2:21][Br:22])=[C:13]2[C:18]=1[NH:17][C:16](=[O:19])[CH:15]=[CH:14]2)[C:2]1[CH:3]=[CH:4][CH:5]=[CH:6][CH:7]=1. Procedure details: Under an argon flow, 8-benzyloxy-5-(2-bromoacetyl)-1H-quinolin-2-one (374 g, 1.00 mol) was suspended in dehydrated tetrahydrofuran (3.8 L), CBS catalyst (27.8 g) was added thereto, and the mixture was stirred at −55 to −45° C. for 40 minutes. After adding dropwise a 0.9 M tetrahydrofuran solution of borane-tetrahydrofuran complex (1.27 L) at the same temperature, the reaction mixture was gradually warmed to 0° C. After adding methanol (1.3 L) dropwise, insoluble matter was removed by filtration ... The reactants are S(=S)(=O)([O-])[O-].[Na+].[Na+] (sodium thiosulfate), C(CCC)OCCOC1=CC=C(C=C1)C=1C=CC2=C(C=C(CCN2CC(C)C)C(=O)NC2=CC=C(C=C2)SCC=2N(C=CN2)CCCC(=O)NC)C1 (7-[4-(2-butoxyethoxy)phenyl]-N-[4-[[[1-[4-(methylamino)-4-oxobutyl]-1H-imidazol-2-yl]methyl]thio]phenyl]-1-isobutyl-2,3-dihydro-1H-1-benzazepine-4-carboxamide), ClC1=CC(=CC=C1)C(=O)OO (3-chloroperbenzoic acid). Solvent: ClCCl (dichloromethane), ClCCl (dichloromethane). Conditions: temperature -78 celsius, time 1.5 hour. Yields the product C(CCC)OCCOC1=CC=C(C=C1)C=1C=CC2=C(C=C(CCN2CC(C)C)C(=O)NC2=CC=C(C=C2)S(=O)CC=2N(C=CN2)CCCC(=O)NC)C1 (7-[4-(2-butoxyethoxy)phenyl]-N-[4-[[[1-[4-(methylamino)-4-oxobutyl]-1H-imidazol-2-yl]methyl]sulfinyl]phenyl]-1-isobutyl-2,3-dihydro-1H-1-benzazepine-4-carboxamide). The yield is 83.8%. Reaction SMILES: [CH2:1]([O:5][CH2:6][CH2:7][O:8][C:9]1[CH:14]=[CH:13][C:12]([C:15]2[CH:16]=[CH:17][C:18]3[N:24]([CH2:25][CH:26]([CH3:28])[CH3:27])[CH2:23][CH2:22][C:21]([C:29]([NH:31][C:32]4[CH:37]=[CH:36][C:35]([S:38][CH2:39][C:40]5[N:41]([CH2:45][CH2:46][CH2:47][C:48]([NH:50][CH3:51])=[O:49])[CH:42]=[CH:43][N:44]=5)=[CH:34][CH:33]=4)=[O:30])=[CH:20][C:19]=3[CH:52]=2)=[CH:11][CH:10]=1)[CH2:2][CH2:3][CH3:4].ClC1C=CC=C(C(OO)=[O:61])C=1.S([O-])([O-])(=O)=S.[Na+].[Na+]>ClCCl>[CH2:1]([O:5][CH2:6][CH2:7][O:8][C:9]1[CH:10]=[CH:11][C:12]([C:15]2[CH:16]=[CH:17][C:18]3[N:24]([CH2:25][CH:26]([CH3:27])[CH3:28])[CH2:23][CH2:22][C:21]([C:29]([NH:31][C:32]4[CH:37]=[CH:36][C:35]([S:38]([CH2:39][C:40]5[N:41]([CH2:45][CH2:46][CH2:47][C:48]([NH:50][CH3:51])=[O:49])[CH:42]=[CH:43][N:44]=5)=[O:61])=[CH:34][CH:33]=4)=[O:30])=[CH:20][C:19]=3[CH:52]=2)=[CH:13][CH:14]=1)[CH2:2][CH2:3][CH3:4] |f:2.3.4|. Procedure details: To a solution of 7-[4-(2-butoxyethoxy)phenyl]-N-[4-[[[1-[4-(methylamino)-4-oxobutyl]-1H-imidazol-2-yl]methyl]thio]phenyl]-1-isobutyl-2,3-dihydro-1H-1-benzazepine-4-carboxamide (400 mg) in dichloromethane (10 ml) was added a solution of 3-chloroperbenzoic acid (70%, 0.2 g) in dichloromethane (15 ml) at −78° C. The mixture was stirred for 1.5 hours at −78° C., an aqueous solution of sodium thiosulfate was added to the mixture, and the mixture was stirred at room temperature for 10 minutes. The mix... Reactants: COCCOCC(O)(c1cccc(Cl)c1)C1CCCN(C(=O)OC(C)(C)C)C1, ClCCl, O=C(O)C(F)(F)F. Product: COCCOCC(O)(c1cccc(Cl)c1)C1CCCNC1. RXN SMILES: [Cl:1][c:2]1[cH:3][c:4]([C:8]([CH2:9][O:10][CH2:11][CH2:12][O:13][CH3:14])([OH:15])[CH:16]2[CH2:17][N:18]([C:22]([O:23][C:24]([CH3:25])([CH3:26])[CH3:27])=[O:28])[CH2:19][CH2:20][CH2:21]2)[cH:5][cH:6][cH:7]1.[Cl:36][CH2:37][Cl:38].[F:29][C:30]([F:31])([F:32])[C:33]([OH:34])=[O:35]>>[Cl:1][c:2]1[cH:3][c:4]([C:8]([CH2:9][O:10][CH2:11][CH2:12][O:13][CH3:14])([OH:15])[CH:16]2[CH2:17][NH:18][CH2:19][CH2:20][CH2:21]2)[cH:5][cH:6][cH:7]1. The reactants are ClC1=CC2=C(N=C(S2)NC2=CC=C(C=C2)C2=NN=C3N2C=CC=C3C(=O)OCC)C=C1 (ethyl 3-(4-(6-chlorobenzo[d]thiazol-2-ylamino)phenyl)-[1,2,4]triazolo[4,3-a]pyridine-8-carboxylate), [Li+].[OH-] (LiOH). Solvent: C1CCOC1 (THF). Reaction conditions: time 8 hour. The product is ClC1=CC2=C(N=C(S2)NC2=CC=C(C=C2)C2=NN=C3N2C=CC=C3C(=O)O)C=C1 (3-(4-(6-Chlorobenzo[d]thiazol-2-ylamino)phenyl)-[1,2,4]triazolo[4,3-a]pyridine-8-carboxylic acid). Isolated yield 90.0%. As a reaction SMILES: [Cl:1][C:2]1[CH:31]=[CH:30][C:5]2[N:6]=[C:7]([NH:9][C:10]3[CH:15]=[CH:14][C:13]([C:16]4[N:20]5[CH:21]=[CH:22][CH:23]=[C:24]([C:25]([O:27]CC)=[O:26])[C:19]5=[N:18][N:17]=4)=[CH:12][CH:11]=3)[S:8][C:4]=2[CH:3]=1.[Li+].[OH-]>C1COCC1>[Cl:1][C:2]1[CH:31]=[CH:30][C:5]2[N:6]=[C:7]([NH:9][C:10]3[CH:11]=[CH:12][C:13]([C:16]4[N:20]5[CH:21]=[CH:22][CH:23]=[C:24]([C:25]([OH:27])=[O:26])[C:19]5=[N:18][N:17]=4)=[CH:14][CH:15]=3)[S:8][C:4]=2[CH:3]=1 |f:1.2|. Procedure: To a suspension of ethyl 3-(4-(6-chlorobenzo[d]thiazol-2-ylamino)phenyl)-[1,2,4]triazolo[4,3-a]pyridine-8-carboxylate (935 mg, 2.08 mmol) in THF (20 mL) was added 1 N aqueous LiOH solution (4 mL, 4 mmol). The mixture was stirred at room temperature overnight, concentrated to one third of the initial volume, and then acidified with 1 N aqueous HCl. To the resulting precipitate was added water (15 mL) and CH2Cl2 (5 mL). After stirring for 15 min, the precipitate was isolated by filtration, rinsed ... Reactants: FC1=CC=C2C(NC=NC2=C1)=O (7-Fluoro-3H-quinazolin-4-one), FC1=C(C=C2C(NC=NC2=C1)=O)[N+](=O)[O-] (7-fluoro-6-nitro-3H-quinazolin-4-one), S(=O)(Cl)Cl (thionyl chloride). Yields the product ClC=1NCN=C2C=C(C(=CC12)[N+](=O)[O-])F (4-chloro-6-nitro-7-fluoro-3H-quinazoline). RXN SMILES: FC1C=C2C(C(=O)NC=N2)=CC=1.[F:13][C:14]1[CH:23]=[C:22]2[C:17]([C:18](=O)[NH:19][CH:20]=[N:21]2)=[CH:16][C:15]=1[N+:25]([O-:27])=[O:26].S(Cl)([Cl:30])=O>>[Cl:30][C:18]1[NH:19][CH2:20][N:21]=[C:22]2[C:17]=1[CH:16]=[C:15]([N+:25]([O-:27])=[O:26])[C:14]([F:13])=[CH:23]2. Procedure: 4-Chloro-7-fluoro-6-nitroquinazoline (7) can be prepared by methods similar to those described in J. Med. Chem. 1996, 39, 918-928. Generally, 2-amino-4-fluoro-benzoic acid (1) can be reacted with formamidine (2) and acetic acid (3) in the presence of 2-methoxyethanol to provide 7-Fluoro-3H-quinazolin-4-one (4). The 7-fluoro-3H-quinazolin-4-one (4) can then be nitrated to 7-fluoro-6-nitro-3H-quinazolin-4-one (5), which can be treated with thionyl chloride to yield 4-chloro-6-nitro-7-fluoro-3H-qui...